Dataset: the Open Reaction Database (ORD), a public repository of structured organic reaction records. Task: describe an organic reaction: reactants, conditions, products, and yield Isolated yield 85.0%. Solvent: C(C)(=O)O (acetic acid). The reactants are C(C)N1C(C=C(C2=CC=C(C=C12)OC)C)(C)C (N-ethyl-2,2,4-trimethyl-7-methoxy-1,2-dihydroquinoline), Br (hydrobromic acid). Product: Br.C(C)N1C(C=C(C2=CC=C(C=C12)O)C)(C)C (N-ethyl-7-hydroxy-2,2,4-trimethyl-1,2-dihydroquinoline hydrobromide). Reaction SMILES: [CH2:1]([N:3]1[C:12]2[C:7](=[CH:8][CH:9]=[C:10]([O:13]C)[CH:11]=2)[C:6]([CH3:15])=[CH:5][C:4]1([CH3:17])[CH3:16])[CH3:2].[BrH:18]>C(O)(=O)C>[BrH:18].[CH2:1]([N:3]1[C:12]2[C:7](=[CH:8][CH:9]=[C:10]([OH:13])[CH:11]=2)[C:6]([CH3:15])=[CH:5][C:4]1([CH3:16])[CH3:17])[CH3:2] |f:3.4|. Procedure details: 60 g (0.25 mol) N-ethyl-2,2,4-trimethyl-7-methoxy-1,2-dihydroquinoline was dissolved in 150 ml glacial acetic acid and 150 ml hydrobromic acid was added. The solution was refluxed for 24 h. The cooled solution was stirred in an ice/methanol bath. Subsequently the precipitate was filtered and washed several times with acetone. Colourless crystals were formed in a yield of 85%. Reactants: Cl (HCl), [H][H] (hydrogen), C(#N)C1=CC(=C(C(=C1)C(C)C)OS(NC(CC1=C(C=C(C=C1C(C)C)C(C)C)C(C)C)=O)(=O)=O)C(C)C ([(2,4,6-Triisopropyl-phenyl)-acetyl]-sulfamic acid 4-cyano-2,6-diisopropyl-phenyl ester). Reagents/catalysts: [Ni] (Raney-nickel). Run in C(C)OCC (diethyl ether), N (ammonia). Product: NC=C1CC(=C(C(=C1)C(C)C)OS(NC(CC1=C(C=C(C=C1C(C)C)C(C)C)C(C)C)=O)(=O)=O)C(C)C ([(2,4,6-Triisopropyl-phenyl)-acetyl]-sulfamic acid 4-(aminomethylene)-2,6-diisopropyl-phenyl ester). As a reaction SMILES: [C:1]([C:3]1[CH:8]=[C:7]([CH:9]([CH3:11])[CH3:10])[C:6]([O:12][S:13](=[O:34])(=[O:33])[NH:14][C:15](=[O:32])[CH2:16][C:17]2[C:22]([CH:23]([CH3:25])[CH3:24])=[CH:21][C:20]([CH:26]([CH3:28])[CH3:27])=[CH:19][C:18]=2[CH:29]([CH3:31])[CH3:30])=[C:5]([CH:35]([CH3:37])[CH3:36])[CH:4]=1)#[N:2].[H][H].Cl>N.C(OCC)C.[Ni]>[NH2:2][CH:1]=[C:3]1[CH:4]=[C:5]([CH:35]([CH3:36])[CH3:37])[C:6]([O:12][S:13](=[O:33])(=[O:34])[NH:14][C:15](=[O:32])[CH2:16][C:17]2[C:18]([CH:29]([CH3:30])[CH3:31])=[CH:19][C:20]([CH:26]([CH3:27])[CH3:28])=[CH:21][C:22]=2[CH:23]([CH3:25])[CH3:24])=[C:7]([CH:9]([CH3:11])[CH3:10])[CH2:8]1. Procedure details: [(2,4,6-Triisopropyl-phenyl)-acetyl]-sulfamic acid 4-cyano-2,6-diisopropyl-phenyl ester (5.15 g, 9.8 mmol) was dissolved in 100 mL of methanolic ammonia and 2.0 g of Raney-nickel was added. The resulting mixture was stirred under 50 psi of hydrogen at room temperature for 20 hours. Filtered and concentrated the residue to give a dark solid. Suspended in diethyl ether and acidified with HCl gas. Concentrated in vacuo and neutralized the residue with saturated aqueous sodium bicarbonate. The resul... Reactants: COC(C)(C)OC, CC(C)(CO)c1cc(OS(C)(=O)=O)ccc1O, Cc1ccccc1, Cc1ccc(S(=O)(=O)O)cc1. The product is CC1(C)OCC(C)(C)c2cc(OS(C)(=O)=O)ccc2O1. Reaction SMILES: [CH3:18][O:19][C:20]([CH3:21])([CH3:22])[O:23][CH3:24].[CH3:1][S:2](=[O:3])(=[O:4])[O:5][c:6]1[cH:7][c:8]([C:13]([CH2:14][OH:15])([CH3:16])[CH3:17])[c:9]([OH:12])[cH:10][cH:11]1.[CH3:36][c:37]1[cH:38][cH:39][cH:40][cH:41][cH:42]1.[c:25]1([CH3:26])[cH:27][cH:28][c:29]([S:30]([OH:31])(=[O:32])=[O:33])[cH:34][cH:35]1>>[CH3:1][S:2](=[O:3])(=[O:4])[O:5][c:6]1[cH:7][c:8]2[c:9]([cH:10][cH:11]1)[O:12][C:20]([CH3:21])([CH3:22])[O:15][CH2:14][C:13]2([CH3:16])[CH3:17]. The reactants are ONC(C(=O)OCC)=N (ethyl 2-(hydroxyamino)-2-iminoacetate), C(C)OC(OCC)OCC (triethylorthoformate). Reagents/catalysts: B(F)(F)F.CCOCC (boron trifluoride diethyl etherate). Product: O1N=C(N=C1)C(=O)OCC (Ethyl 1,2,4-oxadiazole-3-carboxylate). Yield: 83.7%. As a reaction SMILES: [OH:1][NH:2][C:3](=[NH:9])[C:4]([O:6][CH2:7][CH3:8])=[O:5].[CH2:10](OC(OCC)OCC)C>B(F)(F)F.CCOCC>[O:1]1[CH:10]=[N:9][C:3]([C:4]([O:6][CH2:7][CH3:8])=[O:5])=[N:2]1 |f:2.3|. Procedure details: To a suspension of ethyl 2-(hydroxyamino)-2-iminoacetate (3 g, 22.71 mmol) in triethylorthoformate (14 mL, 84.08 mmol) was added boron trifluoride diethyl etherate (0.144 mL, 1.14 mmol). It was heated for 90 minutes. The reaction mixture was concentrated under reduced pressure and the residue dissolved in chloroform. The resulting organic layer was washed with aqueous hydrochloric acid 2N (2×80 mL), aqueous sodium bicarbonate 4% (1×80 mL) and water (2×80 mL), it was dried over anhydrous sodium s... The reactants are COC=1C=CC2=C(NCC(C=3N2C(=NN3)C)C)N1 (8-methoxy-1,4-dimethyl-5,6-dihydro-4H-pyrido[2,3-b][1,2,4]triazolo[4,3-d][1,4]diazepine), IC1=CC=C(C#N)C=C1 (4-iodobenzonitrile), 2-dicyclohexylphosphin 2′,6′-dimethoxybiphenyl, C([O-])([O-])=O.[Cs+].[Cs+] (cesium carbonate). Reagents/catalysts: [Pd].C(C1=CC=CC=C1)=CC(=O)C=CC1=CC=CC=C1.C(C1=CC=CC=C1)=CC(=O)C=CC1=CC=CC=C1 (Bis(dibenzylideneacetone) Palladium). The solvent is C1(=CC=CC=C1)C (toluene). Conditions: temperature 110 celsius, time 12 hour. Yields the product COC=1C=CC2=C(N(CC(C=3N2C(=NN3)C)C)C3=CC=C(C#N)C=C3)N1 (4-(8-methoxy-1,4-dimethyl-4H-pyrido[2,3-b][1,2,4]triazolo[4,3-d][1,4]diazepin-6(5H)-yl)benzonitrile). The yield is 3.8%. RXN SMILES: [CH3:1][O:2][C:3]1[CH:4]=[CH:5][C:6]2[N:12]3[C:13]([CH3:16])=[N:14][N:15]=[C:11]3[CH:10]([CH3:17])[CH2:9][NH:8][C:7]=2[N:18]=1.I[C:20]1[CH:27]=[CH:26][C:23]([C:24]#[N:25])=[CH:22][CH:21]=1.C(=O)([O-])[O-].[Cs+].[Cs+]>C1(C)C=CC=CC=1.[Pd].C(=CC(C=CC1C=CC=CC=1)=O)C1C=CC=CC=1.C(=CC(C=CC1C=CC=CC=1)=O)C1C=CC=CC=1>[CH3:1][O:2][C:3]1[CH:4]=[CH:5][C:6]2[N:12]3[C:13]([CH3:16])=[N:14][N:15]=[C:11]3[CH:10]([CH3:17])[CH2:9][N:8]([C:20]3[CH:27]=[CH:26][C:23]([C:24]#[N:25])=[CH:22][CH:21]=3)[C:7]=2[N:18]=1 |f:2.3.4,6.7.8|. Procedure details: To a solution of 8-methoxy-1,4-dimethyl-5,6-dihydro-4H-pyrido[2,3-b][1,2,4]triazolo[4,3-d][1,4]diazepine (50 mg, 0.203 mmol) in toluene (2 mL) was added 4-iodobenzonitrile (94 mg, 0.406 mmol), Bis(dibenzylideneacetone) Palladium (28 mg, 0.03 mmol), 2-dicyclohexylphosphin-2′,6′-dimethoxybiphenyl (25 mg, 0.06 mmol) and cesium carbonate (132 mg, 0.406 mmol). The mixture was purged with N2 and stirred at 110° C. for 12 hours. The reaction mixture was washed with brine (5 mL), and then the mixture wa... Starting materials: NS(=O)(=O)O (sulfaminic acid), NS(=O)(=O)O (sulfaminic acid), C(#N)N=C(N)N (dicyandiamide), C(C)O (ethanol). Solvent: O (water), O (water), O (water). Reaction conditions: time 30 minute. Yields the product S(N)(O)(=O)=O.C(N)(=N)NC(=O)N (guanylurea sulfamate). Isolated yield 94.0%. As a reaction SMILES: [NH2:1][S:2]([OH:5])(=[O:4])=[O:3].[C:6]([N:8]=[C:9]([NH2:11])[NH2:10])#[N:7].C([OH:14])C>O>[S:2](=[O:4])(=[O:3])([OH:5])[NH2:1].[C:9]([NH:8][C:6]([NH2:7])=[O:14])(=[NH:11])[NH2:10] |f:4.5|. Procedure: A solution of 97 g sulfaminic acid in 300 ml water was added drop by drop to a mixture of 84 g dicyandiamide, 50 ml water, and 150 ml ethanol at reflux temperature, whereby the reaction was held to the reflux temperature. After all of the sulfaminic acid has been added, the mixture was boiled for another 30 minutes with reflux after which the solvent was drawn off as in Example 1 by applying a water-jet vacuum, whereupon 187 g (94%) guanylurea sulfamate was isolated. The reactants are ClC=1C=C(C=CC1Cl)C(C)NC[C@@H](CP(O)(=O)CC1CC=CCC1)O (3-{N-[1-(3,4-dichlorophenyl)ethyl]amino}-2(S)-hydroxy-propyl-(cyclohex-3-enylmethyl)-phosphinic acid). Reagents/catalysts: [Pd] (palladium-on-carbon). Run in C(C)O (ethanol). Conditions: time 15 minute. Yields the product ClC=1C=C(C=CC1Cl)C(C)NC[C@@H](CP(O)(=O)CC1CCCCC1)O (3-{N-[1-(3,4-dichlorophenyl)ethyl]amino}-2(S)-hydroxy-propyl-(cyclohexylmethyl)-phosphinic acid). Reaction SMILES: [Cl:1][C:2]1[CH:3]=[C:4]([CH:9]([NH:11][CH2:12][C@H:13]([OH:25])[CH2:14][P:15]([CH2:18][CH:19]2[CH2:24][CH2:23][CH:22]=[CH:21][CH2:20]2)(=[O:17])[OH:16])[CH3:10])[CH:5]=[CH:6][C:7]=1[Cl:8]>C(O)C.[Pd]>[Cl:1][C:2]1[CH:3]=[C:4]([CH:9]([NH:11][CH2:12][C@H:13]([OH:25])[CH2:14][P:15]([CH2:18][CH:19]2[CH2:20][CH2:21][CH2:22][CH2:23][CH2:24]2)(=[O:16])[OH:17])[CH3:10])[CH:5]=[CH:6][C:7]=1[Cl:8]. Procedure details: 20 mg of 5% palladium-on-carbon are added to a solution of 0.125 g of 3-{N-[1-(3,4-dichlorophenyl)ethyl]amino}-2(S)-hydroxy-propyl-(cyclohex-3-enylmethyl)-phosphinic acid in 5 ml of ethanol and hydrogenated at room temperature and normal pressure for 15 minutes. The catalyst is filtered off through Celite® and the filtrate is adjusted to pH 1 with ethanolic hydrochloric acid. Removal of the solvent and recrystallisation from isopropanol yield 3-{N-[1-(3,4-dichlorophenyl)ethyl]amino}-2(S)-hydroxy... Reactants: Cl[Si](C)(C)Cl (dichlorodimethylsilane), C1(CCCCC1)NC1CCCCC1 (Dicyclohexylamine), C(C)(C)NC(C)C (diisopropylamine), O(C1=CC=CC=C1)CC(=O)NC1[C@@H]2N(C(=C(CS2)C)C(=O)O)C1=O (7-(Phenoxyacetamido)-3-methyl-3-cephem-4-carboxylic acid), amine, P(Cl)(Cl)(Cl)(Cl)Cl (PCl5). Run in C(Cl)Cl (methylene chloride). Run at temperature -45 celsius. The product is CC1=C(N2[C@@H]([C@@H](C2=O)N)SC1)C(=O)O (7-ADCA). Reaction SMILES: O(CC([NH:11][CH:12]1[C:23](=[O:24])[N:14]2[C:15]([C:20]([OH:22])=[O:21])=[C:16]([CH3:19])[CH2:17][S:18][C@H:13]12)=O)C1C=CC=CC=1.C1(NC2CCCCC2)CCCCC1.C(NC(C)C)(C)C.Cl[Si](Cl)(C)C.P(Cl)(Cl)(Cl)(Cl)Cl>C(Cl)Cl>[CH3:19][C:16]1[CH2:17][S:18][C@@H:13]2[C@H:12]([NH2:11])[C:23](=[O:24])[N:14]2[C:15]=1[C:20]([OH:22])=[O:21]. Procedure details: 7-(Phenoxyacetamido)-3-methyl-3-cephem-4-carboxylic acid (11.38 mmoles) is dissolved in 80 ml of methylene chloride. Dicyclohexylamine or diisopropylamine (13 mmoles) is added with stirring and 1.75 ml of dichlorodimethylsilane is added. After stirring for 30 minutes, the mixture is cooled to -45° C and an additional 27.77 mmoles of the same amine as used above is added followed by 3 g of finely powdered PCl5. The reactants are C(C)OC(=O)N1CCC(CC1)C1=CNC2=CC=CC=C12 (4-(1H-indol-3-yl)-piperidine-1-carboxylic acid ethyl ester), ClC=1SC(=CC1)CCl (2-chloro-5-chloromethyl-thiophene). Reaction conditions: time 15 hour. Yields the product C(C)OC(=O)N1CCC(CC1)C1=CN(C2=CC=CC=C12)CC=1SC(=CC1)Cl (4-[1-(5-chloro-thiophen-2-ylmethyl)-1H-indol-3-yl]-piperidine-1-carboxylic acid ethyl ester). RXN SMILES: [CH2:1]([O:3][C:4]([N:6]1[CH2:11][CH2:10][CH:9]([C:12]2[C:20]3[C:15](=[CH:16][CH:17]=[CH:18][CH:19]=3)[NH:14][CH:13]=2)[CH2:8][CH2:7]1)=[O:5])[CH3:2].[Cl:21][C:22]1[S:23][C:24]([CH2:27]Cl)=[CH:25][CH:26]=1>>[CH2:1]([O:3][C:4]([N:6]1[CH2:11][CH2:10][CH:9]([C:12]2[C:20]3[C:15](=[CH:16][CH:17]=[CH:18][CH:19]=3)[N:14]([CH2:27][C:24]3[S:23][C:22]([Cl:21])=[CH:26][CH:25]=3)[CH:13]=2)[CH2:8][CH2:7]1)=[O:5])[CH3:2]. Procedure: This compound was prepared following the procedure described in example 13 (part B) at room temperature for 15 hours, starting with 3.5 g (13 mmol) of 4-(1H-indol-3-yl)-piperidine-1-carboxylic acid ethyl ester and 1.9 mL (16 mmol) of 2-chloro-5-chloromethyl-thiophene. After standard work-up, 5.2 g (99% of yield) of the expected product was obtained.